This data is from the Open Reaction Database (ORD), a public repository of structured organic reaction records. The task is: describe an organic reaction: reactants, conditions, products, and yield Starting materials: P(Br)(Br)Br (Phosphorus tribromide), CN1N=NC2=C1C=CC(=C2)CO ((1-methyl-1H-1,2,3-benzotriazole-5-yl)methanol). The solvent is C(C)OCC (diethyl ether), O (water). Run at time 8 hour. Yields the product BrCC1=CC2=C(N(N=N2)C)C=C1 (5-Bromomethyl-1-methyl-1H-benzotriazole). RXN SMILES: P(Br)(Br)[Br:2].[CH3:5][N:6]1[C:10]2[CH:11]=[CH:12][C:13]([CH2:15]O)=[CH:14][C:9]=2[N:8]=[N:7]1>C(OCC)C.O>[Br:2][CH2:15][C:13]1[CH:12]=[CH:11][C:10]2[N:6]([CH3:5])[N:7]=[N:8][C:9]=2[CH:14]=1. Procedure details: Phosphorus tribromide (0.230 ml, 2.45 mmol) is added to a stirred solution of (1-methyl-1H-1,2,3-benzotriazole-5-yl)methanol (0.4 g, 2.45 mmol) in diethyl ether (25 ml) under an inert atmosphere of Argon. After stirring overnight at room temperature, the reaction mixture is diluted with water (5 ml) and stirred vigorously for 10 minutes. The organic portion is separated, washed with water (2×5 ml), brine (2×5 ml) and concentrated in vacuo to yield the titled product which is used crude in the ne... The reactants are C(C)OP(OCC)(=O)C1=C(C=CC(=C1)OC1=NC2=C(N1CC1=CC=C(C=C1)C1=CC=CC=C1)C=C(C(=C2)I)Cl)C ({5-[1-biphenyl-4-ylmethyl-6-chloro-5-Iodo-1H-benzoimidazol-2-yloxy]-2-methyl-phenyl}-phosphonic acid diethyl ester), CN1C=CC2=CC(=CC=C12)B(O)O (1-methyl-1H-indole-5-boronic acid), C([O-])([O-])=O.[K+].[K+] (potassium carbonate). The solvent is CN(C)C=O (DMF), O (H2O). Procedure details: To a solution of {5-[1-biphenyl-4-ylmethyl-6-chloro-5-Iodo-1H-benzoimidazol-2-yloxy]-2-methyl-phenyl}-phosphonic acid diethyl ester (900 mg, 1.3 mmol) in DMF (6 ml) was added 1-methyl-1H-indole-5-boronic acid (460 mg, 2.6 mmol), tetrakis(triphenylphosphine)-palladium(0) (155 mg, 0.13 mmol), and lastly a solution of potassium carbonate (718 mg, 5.2 mmol) in 3 ml of H2O. The mixture was heated in a microwave oven at 130° C. for 15 min. The reaction was partitioned between EtOAc and half-saturated ... Product: C(C)OP(OCC)(=O)C1=C(C=CC(=C1)OC1=NC2=C(N1CC1=CC=C(C=C1)C1=CC=CC=C1)C=C(C(=C2)C=2C=C1C=CN(C1=CC2)C)Cl)C ({5-[1-Biphenyl-4-ylmethyl-6-chloro-5-(1-methyl-1H-indol-5-yl)-1H-benzoimidazol-2-yloxy]-2-methyl-phenyl}-phosphonic acid diethyl ester). Run at temperature 130 celsius. Reagents/catalysts: [Pd].C1(=CC=CC=C1)P(C1=CC=CC=C1)C1=CC=CC=C1.C1(=CC=CC=C1)P(C1=CC=CC=C1)C1=CC=CC=C1.C1(=CC=CC=C1)P(C1=CC=CC=C1)C1=CC=CC=C1.C1(=CC=CC=C1)P(C1=CC=CC=C1)C1=CC=CC=C1 (tetrakis(triphenylphosphine)-palladium(0)). Reaction SMILES: [CH2:1]([O:3][P:4]([C:9]1[CH:14]=[C:13]([O:15][C:16]2[N:20]([CH2:21][C:22]3[CH:27]=[CH:26][C:25]([C:28]4[CH:33]=[CH:32][CH:31]=[CH:30][CH:29]=4)=[CH:24][CH:23]=3)[C:19]3[CH:34]=[C:35]([Cl:39])[C:36](I)=[CH:37][C:18]=3[N:17]=2)[CH:12]=[CH:11][C:10]=1[CH3:40])(=[O:8])[O:5][CH2:6][CH3:7])[CH3:2].[CH3:41][N:42]1[C:50]2[C:45](=[CH:46][C:47](B(O)O)=[CH:48][CH:49]=2)[CH:44]=[CH:43]1.C(=O)([O-])[O-].[K+].[K+]>CN(C=O)C.O.[Pd].C1(P(C2C=CC=CC=2)C2C=CC=CC=2)C=CC=CC=1.C1(P(C2C=CC=CC=2)C2C=CC=CC=2)C=CC=CC=1.C1(P(C2C=CC=CC=2)C2C=CC=CC=2)C=CC=CC=1.C1(P(C2C=CC=CC=2)C2C=CC=CC=2)C=CC=CC=1>[CH2:1]([O:3][P:4]([C:9]1[CH:14]=[C:13]([O:15][C:16]2[N:20]([CH2:21][C:22]3[CH:27]=[CH:26][C:25]([C:28]4[CH:33]=[CH:32][CH:31]=[CH:30][CH:29]=4)=[CH:24][CH:23]=3)[C:19]3[CH:34]=[C:35]([Cl:39])[C:36]([C:47]4[CH:46]=[C:45]5[C:50](=[CH:49][CH:48]=4)[N:42]([CH3:41])[CH:43]=[CH:44]5)=[CH:37][C:18]=3[N:17]=2)[CH:12]=[CH:11][C:10]=1[CH3:40])(=[O:8])[O:5][CH2:6][CH3:7])[CH3:2] |f:2.3.4,7.8.9.10.11|. Reactants: CC(=O)O[BH-](OC(C)=O)OC(C)=O, O=C([O-])O, ClCCl, COc1cnc2ccc(=O)n(CC=O)c2n1, CC(=O)O, ClC(Cl)Cl, [Na+], [Na+], CC(C)(C)OC(=O)N(Cc1cc2c(cn1)OCCO2)C1CCNCC1. Yields the product COc1cnc2ccc(=O)n(CCN3CCC(N(Cc4cc5c(cn4)OCCO5)C(=O)OC(C)(C)C)CC3)c2n1. As a reaction SMILES: [C:42]([O:43][BH-:44]([O:45][C:46](=[O:47])[CH3:48])[O:49][C:50](=[O:51])[CH3:52])(=[O:53])[CH3:54].[C:56](=[O:57])([O-:58])[OH:59].[CH2:61]([Cl:62])[Cl:63].[CH3:1][O:2][c:3]1[cH:4][n:5][c:6]2[c:7]([n:8]1)[n:9]([CH2:14][CH:15]=[O:16])[c:10](=[O:13])[cH:11][cH:12]2.[CH3:68][C:69](=[O:70])[OH:71].[CH:64]([Cl:65])([Cl:66])[Cl:67].[Na+:55].[Na+:60].[O:17]1[CH2:18][CH2:19][O:20][c:21]2[cH:22][n:23][c:24]([CH2:27][N:28]([C:29]([O:30][C:31]([CH3:32])([CH3:33])[CH3:34])=[O:35])[CH:36]3[CH2:37][CH2:38][NH:39][CH2:40][CH2:41]3)[cH:25][c:26]21>>[CH3:1][O:2][c:3]1[cH:4][n:5][c:6]2[c:7]([n:8]1)[n:9]([CH2:14][CH2:15][N:39]1[CH2:38][CH2:37][CH:36]([N:28]([CH2:27][c:24]3[n:23][cH:22][c:21]4[c:26]([cH:25]3)[O:17][CH2:18][CH2:19][O:20]4)[C:29]([O:30][C:31]([CH3:32])([CH3:33])[CH3:34])=[O:35])[CH2:41][CH2:40]1)[c:10](=[O:13])[cH:11][cH:12]2. The reactants are Cl.FC=1C=C(C(=C(C(=O)OC)C1)C(CC1=NN(C=N1)C)=O)[N+](=O)[O-] (methyl 5-fluoro-2-(2-(1-methyl-1H-1,2,4-triazole-3-yl)acetyl)-3-nitrobenzoate hydrochloride), C1CCOC1 (THF). Solvent: CCCCCCC (heptane). Product: FC1=CC(=C2/C(/OC(C2=C1)=O)=C/C1=NC=NN1C)[N+](=O)[O-] ((Z)-6-Fluoro-3-((1-methyl-1H-1,2,4-triazol-5-yl)methylene)-4-nitroisobenzofuran-1(3H)-one), product. Yield: 96.4%. As a reaction SMILES: [CH2:1]1COCC1.Cl.[F:7][C:8]1[CH:9]=[C:10]([N+:27]([O-:29])=[O:28])[C:11]([C:18](=[O:26])[CH2:19][C:20]2[N:24]=[CH:23][N:22](C)[N:21]=2)=[C:12]([CH:17]=1)[C:13](OC)=[O:14]>CCCCCCC>[F:7][C:8]1[CH:17]=[C:12]2[C:11](/[C:18](=[CH:19]/[C:20]3[N:21]([CH3:1])[N:22]=[CH:23][N:24]=3)/[O:26][C:13]2=[O:14])=[C:10]([N+:27]([O-:29])=[O:28])[CH:9]=1 |f:1.2|. Procedure: An alternative workup procedure to that illustrated in Example 2A follows. Instead of evaporating the reaction mixture to dryness, it was condensed to 2 volumes, followed by solvent exchange with 12 volumes of THF, and then 12 volumes of heptane. The slurry mixture was concentrated to 2 volumes and filtered to give the product. As such, 1.8 kilograms of (Z)-6-fluoro-3-((1-methyl-1H-1,2,4-triazol-3-yl)methylene)-4-nitroisobenzofuran-1(3H)-one (3) gave 2.15 kilograms (yield 96.4%) of the product m... Reactants: solution, Cl (hydrogen chloride), COC=1C=C(C=CC1OC)C(C#N)(CCCN1CC2=CC(=C(C=C2CC1)OC)OC)SC1=CC=C(C=C1)C (α-(3,4-dimethoxyphenyl)-3,4-dihydro-6,7-dimethoxy-α-[(4-methylphenyl)thio]-2(1H)-isoquinolinepentanenitrile). The solvent is C(C)O (ethyl alcohol), C(C)OCC (diethyl ether). Conditions: time 15 hour. The product is Cl.COC=1C=C(C=CC1OC)C(C#N)(CCCN1CC2=CC(=C(C=C2CC1)OC)OC)SC1=CC=C(C=C1)C (α-(3,4-Dimethoxyphenyl)-3,4-dihydro-6,7-dimethoxy-α-[(4-methylphenyl)thio]-2(1H)-isoquinolinepentane-nitrile monohydrochloride). Reaction SMILES: [CH3:1][O:2][C:3]1[CH:4]=[C:5]([C:11]([S:31][C:32]2[CH:37]=[CH:36][C:35]([CH3:38])=[CH:34][CH:33]=2)([CH2:14][CH2:15][CH2:16][N:17]2[CH2:26][CH2:25][C:24]3[C:19](=[CH:20][C:21]([O:29][CH3:30])=[C:22]([O:27][CH3:28])[CH:23]=3)[CH2:18]2)[C:12]#[N:13])[CH:6]=[CH:7][C:8]=1[O:9][CH3:10].[ClH:39]>C(OCC)C.C(O)C>[ClH:39].[CH3:1][O:2][C:3]1[CH:4]=[C:5]([C:11]([S:31][C:32]2[CH:33]=[CH:34][C:35]([CH3:38])=[CH:36][CH:37]=2)([CH2:14][CH2:15][CH2:16][N:17]2[CH2:26][CH2:25][C:24]3[C:19](=[CH:20][C:21]([O:29][CH3:30])=[C:22]([O:27][CH3:28])[CH:23]=3)[CH2:18]2)[C:12]#[N:13])[CH:6]=[CH:7][C:8]=1[O:9][CH3:10] |f:4.5|. Procedure: To a solution of 1.43 g of α-(3,4-dimethoxyphenyl)-3,4-dihydro-6,7-dimethoxy-α-[(4-methylphenyl)thio]-2(1H)-isoquinolinepentanenitrile in 40 mL of diethyl ether, with stirring, is added 0.617 mL of a 4.71M solution of hydrogen chloride in absolute ethyl alcohol. The reaction mixture is then stirred for 15 hours while sealed. The title product is then collected by filtration, washed with ether, and dried under vacuum to give 1.32 g of the desired product as pink crystals. Reactants: CN(N1C(SC(C1=O)C)=NO)C (3-dimethylamino-5-methyl-2-oximino-4-thiazolidinone), CN=C=O (methylisocyanate), CN=C=O (methylisocyanate). The reagents and catalysts are C(C)N(CC)CC (triethylamine), C(C)N(CC)CC (triethylamine). Solvent: CC(=O)C (acetone). Conditions: time 24 hour. The product is CN(N1C(SC(C1=O)C)=NOC(NC)=O)C (3-DIMETHYLAMINO-5-METHYL-2-[O-(METHYLCARBAMOYL) OXIMINO]-4-THIAZOLIDINONE). The yield is 325.6%. As a reaction SMILES: [CH3:1][N:2]([CH3:12])[N:3]1[C:7](=[O:8])[CH:6]([CH3:9])[S:5][C:4]1=[N:10][OH:11].[CH3:13][N:14]=[C:15]=[O:16]>CC(C)=O.C(N(CC)CC)C>[CH3:12][N:2]([CH3:1])[N:3]1[C:7](=[O:8])[CH:6]([CH3:9])[S:5][C:4]1=[N:10][O:11][C:15](=[O:16])[NH:14][CH3:13]. Procedure details: A solution of 1.18 g of 3-dimethylamino-5-methyl-2-oximino-4-thiazolidinone in 50 ml acetone, 1.0 g methylisocyanate and 2 drops of triethylamine was placed in a pressure bottle and left standing at room temperature. After 20 hours additional 0.75 ml of methylisocyanate and 2 drops of triethylamine were added and left standing for 24 hours. Concentration yielded 5.0 g of crude product. Crystallized from methylene chloride and isopropyl ether, m.p. 110°-113°C. Starting materials: [N+](=O)([O-])C=1C=C(C2=C(C=CO2)C1)C=1C=CC(=NC1)N (5-(5-nitro-benzofuran-7-yl)-pyridin-2-ylamine), [N+](=O)([O-])C=1C=C(C2=C(C=CO2)C1)C=1C=CC(=NC1)N (5-(5-nitro-benzofuran-7-yl)-pyridin-2-ylamine), N1(CCOCC1)CCNC1=CC(=CC=2C=COC21)N (N7-(2-Morpholin-4-ylethyl)-1-benzofuran-5,7-diamine). Yields the product NC=1C=C(C2=C(C=CO2)C1)C=1C=CC(=NC1)N (5-(5-Amino-1-benzofuran-7-yl)pyridin-2-amine). Reaction SMILES: [N+:1]([C:4]1[CH:5]=[C:6]([C:13]2[CH:14]=[CH:15][C:16]([NH2:19])=[N:17][CH:18]=2)[C:7]2[O:11][CH:10]=[CH:9][C:8]=2[CH:12]=1)([O-])=O.N1(CCNC2C3OC=CC=3C=C(N)C=2)CCOCC1>>[NH2:1][C:4]1[CH:5]=[C:6]([C:13]2[CH:14]=[CH:15][C:16]([NH2:19])=[N:17][CH:18]=2)[C:7]2[O:11][CH:10]=[CH:9][C:8]=2[CH:12]=1. Procedure: The title compound was prepared from 5-(5-nitro-benzofuran-7-yl)-pyridin-2-ylamine (Intermediate 39) according to the procedure of Intermediate 28. The product was used directly in the subsequent reaction. Starting materials: CC1(C)NC(=O)NC1=O, [H-], [Na+], C1CCOC1, O=S(=O)(Cl)c1ccc2ccccc2c1. Yields the product CC1(C)NC(=O)N(S(=O)(=O)c2ccc3ccccc3c2)C1=O. RXN SMILES: [CH3:1][C:2]1([CH3:9])[C:3](=[O:8])[NH:4][C:5](=[O:7])[NH:6]1.[H-:10].[Na+:11].[O:26]1[CH2:27][CH2:28][CH2:29][CH2:30]1.[cH:12]1[c:13]([S:22](=[O:23])(=[O:24])[Cl:25])[cH:14][cH:15][c:16]2[cH:17][cH:18][cH:19][cH:20][c:21]12>>[CH3:1][C:2]1([CH3:9])[C:3](=[O:8])[N:4]([S:22]([c:13]2[cH:12][c:21]3[c:16]([cH:15][cH:14]2)[cH:17][cH:18][cH:19][cH:20]3)(=[O:23])=[O:24])[C:5](=[O:7])[NH:6]1. The reactants are BrC=1C(=[N+](C=CC1)[O-])C (3-Bromo-2-methyl-pyridine 1-oxide), CC(C)OC1=C(C(=CC=C1)OC(C)C)C2=CC=CC=C2P(C3CCCCC3)C4CCCCC4 (RuPhos), CC(C)([O-])C.[Na+] (sodium tert-butoxide), N1CCNCC1 (piperazine). Reagents/catalysts: C=1C=CC(=CC1)/C=C/C(=O)/C=C/C2=CC=CC=C2.C=1C=CC(=CC1)/C=C/C(=O)/C=C/C2=CC=CC=C2.C=1C=CC(=CC1)/C=C/C(=O)/C=C/C2=CC=CC=C2.[Pd].[Pd] (Pd2(DBA)3). The solvent is O1CCOCC1 (dioxane). Run at temperature 90 celsius. Product: CC1=[N+](C=CC=C1N1CCNCC1)[O-] (2-Methyl-3-piperazin-1-yl-pyridine 1-oxide). Yield: 43.0%. As a reaction SMILES: Br[C:2]1[C:3]([CH3:9])=[N+:4]([O-:8])[CH:5]=[CH:6][CH:7]=1.CC(C)([O-])C.[Na+].[NH:16]1[CH2:21][CH2:20][NH:19][CH2:18][CH2:17]1.CC(OC1C=CC=C(OC(C)C)C=1C1C(P(C2CCCCC2)C2CCCCC2)=CC=CC=1)C>O1CCOCC1.C1C=CC(/C=C/C(/C=C/C2C=CC=CC=2)=O)=CC=1.C1C=CC(/C=C/C(/C=C/C2C=CC=CC=2)=O)=CC=1.C1C=CC(/C=C/C(/C=C/C2C=CC=CC=2)=O)=CC=1.[Pd].[Pd]>[CH3:9][C:3]1[C:2]([N:16]2[CH2:21][CH2:20][NH:19][CH2:18][CH2:17]2)=[CH:7][CH:6]=[CH:5][N+:4]=1[O-:8] |f:1.2,6.7.8.9.10|. Procedure: 3-Bromo-2-methyl-pyridine 1-oxide (a total of 388 mg, 2.06 mmol), sodium tert-butoxide (a total of 392 mg, 4.08 mmol), piperazine (a total of 651 mg, 7.56 mmol) and RuPhos (a total of 58 mg, 0.12 mmol) were divided in three batches and dissolved in anhydrous dioxane (total volume of 15 ml), and purged with argon for 5 minutes. A total of Pd2(DBA)3 (60 mg, 0.064 mmol) was added and each batch was heated in a closed vial for 22 hours at 90° C. The combined reaction mixtures were filtered through k... The reactants are C(C)=O (acetaldehyde), BrC=1N=C2C(=NC1)NC=C2C2(OCCO2)C(C)(C)C (2-bromo-7-(2-tert-butyl-[1,3]dioxolan-2-yl)-5H-pyrrolo[2,3-b]pyrazine), [H-].[Na+] (Sodium hydride), C(CCC)[Li] (butyl lithium), [Cl-].[NH4+] (ammonium chloride). Solvent: C(C)(=O)OCC (ethyl acetate), O (water), O1CCCC1 (tetrahydrofuran). Reaction conditions: time 15 minute. Product: C(C)(C)(C)C1(OCCO1)C1=CNC2=NC=C(N=C21)C(C)O (1-[7-(2-tert-butyl-[1,3]dioxolan-2-yl)-5H-pyrrolo[2,3-b]pyrazin-2-yl]-ethanol). Isolated yield 61.3%. Reaction SMILES: Br[C:2]1[N:3]=[C:4]2[C:10]([C:11]3([C:16]([CH3:19])([CH3:18])[CH3:17])[O:15][CH2:14][CH2:13][O:12]3)=[CH:9][NH:8][C:5]2=[N:6][CH:7]=1.[H-].[Na+].C([Li])CCC.[CH:27](=[O:29])[CH3:28].[Cl-].[NH4+]>O1CCCC1.C(OCC)(=O)C.O>[C:16]([C:11]1([C:10]2[C:4]3[C:5](=[N:6][CH:7]=[C:2]([CH:27]([OH:29])[CH3:28])[N:3]=3)[NH:8][CH:9]=2)[O:15][CH2:14][CH2:13][O:12]1)([CH3:19])([CH3:18])[CH3:17] |f:1.2,5.6|. Procedure details: 2-bromo-7-(2-tert-butyl-[1,3]dioxolan-2-yl)-5H-pyrrolo[2,3-b]pyrazine (0.2 g, 0.61 mmol) was dissolved in 6 ml tetrahydrofuran. Sodium hydride (49 mg, 1.22 mmol, 60% mineral oil dispersion) was added and the mixture stirred for 15 min. The mixture was cooled in a dry ice/acetone bath and butyl lithium (0.37 ml, 0.92 mmol, 2.5M hexanes solution) was added slowly. After 5 min, acetaldehyde (85 ul, 1.52 mmol) was added. After a further 1 hr, ammonium chloride solution was added, then water and ethy...